From a dataset of the Open Reaction Database (ORD), a public repository of structured organic reaction records. describe an organic reaction: reactants, conditions, products, and yield Reported procedure: To a stirred solution of N-hydroxy-N-methyl-2-morpholin-4-yl-benzamidine (3.8 g) in ethanol (100 mL, 200 proof) was added diethyl acetylene-dicarboxylate (3.2 mL, 20 mmol) and the resulting mixture stirred at room temperature for 30 min. The mixture was then concentrated and purified on a silica gel column (10%–30% ethyl acetate/hexanes) to afford the title compound (3.64 g, 45% yield). 1HNMR (300 MHz, CDCl3) δ: 7.64 (1H, dd, J=7.69, 1.83 Hz), 7.40 (1H, td, J=8.05, 1.83 Hz), 7.02 (1H, t, J=7.32 ... Run in C(C)O (ethanol). The product is C(C)OC(=O)C1(N=C(N(O1)C)C1=C(C=CC=C1)N1CCOCC1)CC(=O)OCC (5-Ethoxycarbonylmethyl-2-methyl-3-(2-morpholin-4-yl-phenyl)-2,5-dihydro-[1,2,4]oxadiazole-5-carboxylic acid ethyl ester). Run at time 30 minute. Reaction SMILES: [OH:1][N:2]([CH3:17])[C:3](=[NH:16])[C:4]1[CH:9]=[CH:8][CH:7]=[CH:6][C:5]=1[N:10]1[CH2:15][CH2:14][O:13][CH2:12][CH2:11]1.[C:18]([C:25]([O:27][CH2:28][CH3:29])=[O:26])#[C:19][C:20]([O:22][CH2:23][CH3:24])=[O:21]>C(O)C>[CH2:28]([O:27][C:25]([C:18]1([CH2:19][C:20]([O:22][CH2:23][CH3:24])=[O:21])[O:1][N:2]([CH3:17])[C:3]([C:4]2[CH:9]=[CH:8][CH:7]=[CH:6][C:5]=2[N:10]2[CH2:15][CH2:14][O:13][CH2:12][CH2:11]2)=[N:16]1)=[O:26])[CH3:29]. The reactants are ON(C(C1=C(C=CC=C1)N1CCOCC1)=N)C (N-hydroxy-N-methyl-2-morpholin-4-yl-benzamidine), C(#CC(=O)OCC)C(=O)OCC (diethyl acetylene-dicarboxylate). Isolated yield 55.6%.